The task is: describe an organic reaction: reactants, conditions, products, and yield. This data is from the Open Reaction Database (ORD), a public repository of structured organic reaction records. The reactants are BrCCCCBr, CC(C)O, [Na]. Yields the product CC(C)OCCCCBr. Reaction SMILES: [Br:1][CH2:2][CH2:3][CH2:4][CH2:5][Br:6].[CH:8]([CH3:9])([CH3:10])[OH:11].[Na:7]>>[Br:1][CH2:2][CH2:3][CH2:4][CH2:5][O:11][CH:8]([CH3:9])[CH3:10]. The reactants are OB(O)c1ccccc1 (effective_coupling_partner), COc2nc(OC)nc(Oc1ccc(C#N)cc1)n2 (substrate). The reagents and catalysts are dppf. Conditions: temperature 110 celsius, time 24 hour. Product: N#Cc2ccc(c1ccccc1)cc2.